Dataset: the Open Reaction Database (ORD), a public repository of structured organic reaction records. Task: describe an organic reaction: reactants, conditions, products, and yield The reactants are ClC1=NC=C(C(=N1)CCC1=C(C=CC=C1)C1(CC1)C(=O)N)Cl (1-(2-(2-(2,5-dichloropyrimidin-4-yl)ethyl)phenyl)cyclopropanecarboxamide), NC=1C=NN(C1)C (4-amino-1-methylpyrazole), C1(=CC=C(C=C1)S(=O)(=O)O)C (p-toluenesulfonic acid). Run in O1CCOCC1 (1,4-dioxane). Conditions: temperature 120 celsius. Yields the product ClC=1C(=NC(=NC1)NC=1C=NN(C1)C)CCC1=C(C=CC=C1)C1(CC1)C(=O)N (1-(2-(2-(5-Chloro-2-((1-methyl-1H-pyrazol-4-yl)amino)pyrimidin-4-yl)ethyl)phenyl)cyclopropanecarboxamide). The yield is 56.0%. As a reaction SMILES: Cl[C:2]1[N:7]=[C:6]([CH2:8][CH2:9][C:10]2[CH:15]=[CH:14][CH:13]=[CH:12][C:11]=2[C:16]2([C:19]([NH2:21])=[O:20])[CH2:18][CH2:17]2)[C:5]([Cl:22])=[CH:4][N:3]=1.[NH2:23][C:24]1[CH:25]=[N:26][N:27]([CH3:29])[CH:28]=1.C1(C)C=CC(S(O)(=O)=O)=CC=1>O1CCOCC1>[Cl:22][C:5]1[C:6]([CH2:8][CH2:9][C:10]2[CH:15]=[CH:14][CH:13]=[CH:12][C:11]=2[C:16]2([C:19]([NH2:21])=[O:20])[CH2:18][CH2:17]2)=[N:7][C:2]([NH:23][C:24]2[CH:25]=[N:26][N:27]([CH3:29])[CH:28]=2)=[N:3][CH:4]=1. Procedure details: A solution of 1-(2-(2-(2,5-dichloropyrimidin-4-yl)ethyl)phenyl)cyclopropanecarboxamide A14 (1.50 g, 4.46 mmol) in 1,4-dioxane (25 mL) containing 4-amino-1-methylpyrazole (0.520 g, 5.35 mmol) and p-toluenesulfonic acid (0.085 g, 0.45 mmol) was heated under microwave irradiation at 120° C. for 7 hours. The volatiles were removed in vacuo and the residue was adsorbed onto silica gel and the product was separated using silica column chromatography (Combiflash Rf, 40 g SiO2 Cartridge, 60-100% EtOAc i... Starting materials: C(C)(C)(C)OC(=O)NC1=C(C(=CC=C1)F)[N+](=O)[O-] (N-tert-Butyloxycarbonyl-3-fluoro-2-nitro aniline). Reagents/catalysts: [Ni] (Raney Nickel). The solvent is CO (MeOH), O (water), [H][H] (hydrogen). Conditions: time 8 hour. The product is C(C)(C)(C)OC(=O)NC1=C(C(=CC=C1)F)N (N-tert-Butyloxycarbonyl-3-fluoro-2-amino aniline). Yield: 66.0%. Reaction SMILES: [C:1]([O:5][C:6]([NH:8][C:9]1[CH:14]=[CH:13][CH:12]=[C:11]([F:15])[C:10]=1[N+:16]([O-])=O)=[O:7])([CH3:4])([CH3:3])[CH3:2]>CO.[Ni].O.[H][H]>[C:1]([O:5][C:6]([NH:8][C:9]1[CH:14]=[CH:13][CH:12]=[C:11]([F:15])[C:10]=1[NH2:16])=[O:7])([CH3:4])([CH3:2])[CH3:3]. Procedure details: To a solution of the N-tert-Butyloxycarbonyl-3-fluoro-2-nitro aniline (950 mg, 2.5 mmol) in MeOH was added catalytic amount of Raney Nickel in water, hydrogen was applied at 40 psi and the mixture was stirred overnight. The mixture was filtered over Celite and the solvent was evaporated to give the desired product in 66% yield (550 mg). MS (ESI)=226 (MH+) Starting materials: C(C)(=O)N1N=C(N=C1C)C1=CC=C(C=C1)Cl (1-Acetyl-3-(4-chlorophenyl)-5-methyl-1H-1,2,4-triazole). Run in O (water). Run at time 8 hour. Yields the product ClC1=CC=C(C=C1)C1=NNC(=N1)C (3-(4-Chlorophenyl)-5-methyl-1H-1,2,4-triazole). Yield: 105.5%. As a reaction SMILES: C([N:4]1[C:8]([CH3:9])=[N:7][C:6]([C:10]2[CH:15]=[CH:14][C:13]([Cl:16])=[CH:12][CH:11]=2)=[N:5]1)(=O)C>O>[Cl:16][C:13]1[CH:12]=[CH:11][C:10]([C:6]2[N:7]=[C:8]([CH3:9])[NH:4][N:5]=2)=[CH:15][CH:14]=1. Procedure: 27 g (114 mM) 1-Acetyl-3-(4-chlorophenyl)-5-methyl-1H-1,2,4-triazole is refluxed in 800 ml of water for 9 hours and stirred overnight at room temperature. The product is filtered out, washed with water, and dried at 90° under vacuum overnight to give 23.4 g of the title compound, m.p. 173°-175°. Starting materials: CC(C)(C)O, CO, N#Cc1ccc(N2CCN(Cc3cn4cc(Cl)ccc4n3)CC2)c(Cl)c1, ClCCl, [Na+], [OH-], OO. The product is NC(=O)c1ccc(N2CCN(Cc3cn4cc(Cl)ccc4n3)CC2)c(Cl)c1. As a reaction SMILES: [CH3:31][C:32]([CH3:33])([CH3:34])[OH:35].[CH3:39][OH:40].[Cl:1][c:2]1[cH:3][c:4]([C:5]#[N:6])[cH:7][cH:8][c:9]1[N:10]1[CH2:11][CH2:12][N:13]([CH2:16][c:17]2[n:18][c:19]3[n:20]([cH:21][c:22]([Cl:25])[cH:23][cH:24]3)[cH:26]2)[CH2:14][CH2:15]1.[Cl:36][CH2:37][Cl:38].[Na+:28].[OH-:27].[OH:29][OH:30]>>[Cl:1][c:2]1[cH:3][c:4]([C:5]([NH2:6])=[O:35])[cH:7][cH:8][c:9]1[N:10]1[CH2:11][CH2:12][N:13]([CH2:16][c:17]2[n:18][c:19]3[n:20]([cH:21][c:22]([Cl:25])[cH:23][cH:24]3)[cH:26]2)[CH2:14][CH2:15]1. Starting materials: CCOC(=O)c1nc(-c2ccc(F)cc2)[nH]c1CC, CCO, [Na+], C1CCOC1, [OH-]. Product: CCc1[nH]c(-c2ccc(F)cc2)nc1C(=O)O. RXN SMILES: [CH2:1]([CH3:2])[c:3]1[c:4]([C:15](=[O:16])[O:17][CH2:18][CH3:19])[n:5][c:6](-[c:8]2[cH:9][cH:10][c:11]([F:14])[cH:12][cH:13]2)[nH:7]1.[CH3:22][CH2:23][OH:24].[Na+:21].[O:25]1[CH2:26][CH2:27][CH2:28][CH2:29]1.[OH-:20]>>[CH2:1]([CH3:2])[c:3]1[c:4]([C:15](=[O:16])[OH:17])[n:5][c:6](-[c:8]2[cH:9][cH:10][c:11]([F:14])[cH:12][cH:13]2)[nH:7]1. The reactants are N([C@H](CCCNC(N(C(=O)OCC1=CC=CC=C1)C(=O)OCC1=CC=CC=C1)=N)C(=O)ON1C(=O)CCC1=O)C(=O)OC(C)(C)C (Boc—(D)—Arg(Cbz2)—OSu), NCC(=O)O (Gly), C(=O)(O)[O-].[Na+] (NaHCO3). Solvent: O1CCOCC1 (dioxane), O (water). Reaction conditions: time 24 hour. Yields the product N([C@H](CCCNC(N(C(=O)OCC1=CC=CC=C1)C(=O)OCC1=CC=CC=C1)=N)C(=O)NCC(=O)O)C(=O)OC(C)(C)C (Boc—(D)—Arg(Cbz2)—Gly—OH). As a reaction SMILES: [NH:1]([C:40]([O:42][C:43]([CH3:46])([CH3:45])[CH3:44])=[O:41])[C@@H:2]([C:30](ON1C(=O)CCC1=O)=[O:31])[CH2:3][CH2:4][CH2:5][NH:6][C:7](=[NH:29])[N:8]([C:19]([O:21][CH2:22][C:23]1[CH:28]=[CH:27][CH:26]=[CH:25][CH:24]=1)=[O:20])[C:9]([O:11][CH2:12][C:13]1[CH:18]=[CH:17][CH:16]=[CH:15][CH:14]=1)=[O:10].[NH2:47][CH2:48][C:49]([OH:51])=[O:50].C([O-])(O)=O.[Na+]>O1CCOCC1.O>[NH:1]([C:40]([O:42][C:43]([CH3:46])([CH3:45])[CH3:44])=[O:41])[C@@H:2]([C:30]([NH:47][CH2:48][C:49]([OH:51])=[O:50])=[O:31])[CH2:3][CH2:4][CH2:5][NH:6][C:7](=[NH:29])[N:8]([C:9]([O:11][CH2:12][C:13]1[CH:18]=[CH:17][CH:16]=[CH:15][CH:14]=1)=[O:10])[C:19]([O:21][CH2:22][C:23]1[CH:28]=[CH:27][CH:26]=[CH:25][CH:24]=1)=[O:20] |f:2.3|. Procedure: To a solution of Boc—(D)—Arg(Cbz2)—OSu (1 g, 1.6 mmol) in dioxane (10 mL) was added a solution of Gly (300 mg, 4 mmol) and NaHCO3 (400 mg, 4.76 mmol) in water (10 mL). The solution was stirred for 24 h. Solvents were evaporated and residue was dissolved in a mixture of EtOAc (20 mL) and 1 N HCl (6 mL). The separated organic layer was washed with sat. NaCl (10 mL), dried over MgSO4, filtered and evaporated to give a solid residue which was used directly without further purification. ES—MS (M+H)+=... The reactants are BrC(C(C(C)(C)C)=O)F (1-bromo-1-fluoro-3,3-dimethyl-2-butanone), N1N=CN=C1 (1,2,4-triazole), C([O-])([O-])=O.[K+].[K+] (potassium carbonate). The solvent is CC(=O)CC (ethyl methyl ketone). Reaction conditions: time 18 hour. Yields the product FC(C(C(C)(C)C)=O)N1N=CN=C1 (1-fluoro-1-(1H-1,2,4-triazol-1-yl)-3,3-dimethyl-2-butanone). Isolated yield 84.4%. RXN SMILES: Br[CH:2]([F:9])[C:3](=[O:8])[C:4]([CH3:7])([CH3:6])[CH3:5].[NH:10]1[CH:14]=[N:13][CH:12]=[N:11]1.C(=O)([O-])[O-].[K+].[K+]>CC(CC)=O>[F:9][CH:2]([N:10]1[CH:14]=[N:13][CH:12]=[N:11]1)[C:3](=[O:8])[C:4]([CH3:7])([CH3:6])[CH3:5] |f:2.3.4|. Reported procedure: 63.0 g of 1-bromo-1-fluoro-3,3-dimethyl-2-butanone are added slowly to a mixture of 23.0 g of 1,2,4-triazole and 44.2 g of potassium carbonate in 280 ml of ethyl methyl ketone. The reaction mixture is stirred for 18 hours at 45°-50° C. and is then filtered and evaporated. The residue is taken up in methylene chloride and washed with water. Drying and evaporating the organic phase gives 50.0 g of 1-fluoro-1-(1H-1,2,4-triazol-1-yl)-3,3-dimethyl-2-butanone, melting point 54°-55° C. Product: sulfate salt, O.O.O.Cl.N(C(=N)N)CCNC(=O)C1=NC(=C(N=C1N)N)Cl (N-(2-guanidinoethyl)-3,5-diamino-6-chloropyrazine-2-carboxamide hydrochloride trihydrate). The reactants are NCCNC(=O)C1=NC(=C(N=C1N)N)Cl (N-(aminoethyl)-3,5-diamino-6-chloropyrazine-2-carboxamide), S(=O)(=O)(O)O.CSC(N)=N (2-methyl-2-thiopseudourea sulfate), ClC1=NC=CN=C1 (chloropyrazine), NC(O)=N (pseudourea). As a reaction SMILES: [NH2:1][CH2:2][CH2:3][NH:4][C:5]([C:7]1[C:12]([NH2:13])=[N:11][C:10]([NH2:14])=[C:9]([Cl:15])[N:8]=1)=[O:6].S(O)(O)(=O)=[O:17].CS[C:23](=[NH:25])[NH2:24].ClC1C=NC=CN=1.NC(=N)[OH:35]>O.CO>[OH2:6].[OH2:17].[OH2:35].[ClH:15].[NH:1]([CH2:2][CH2:3][NH:4][C:5]([C:7]1[C:12]([NH2:13])=[N:11][C:10]([NH2:14])=[C:9]([Cl:15])[N:8]=1)=[O:6])[C:23]([NH2:25])=[NH:24] |f:1.2,7.8.9.10.11|. Solvent: O (water), CO (MeOH). Reported procedure: Dissolve the product of Step 1 (100 mg) and 2-methyl-2-thiopseudourea sulfate (122 mg) in water (0.5 ml) and MeOH (0.5 ml) and heat on a steam bath for 1 hour. If all the starting chloropyrazine is not reacted, add more pseudourea and repeat the procedure. Triturate the resulting residue in EtOH to obtain the sulfate salt of the title compound. Chromatograph the product on a high pressure reversed phase prep C18 column (Dynamax), eluting with MeOH:H2O (40:60), 0.2% TFA, at 10 ml/min., followed b... Starting materials: CC(C(=O)N[C@](CC1=CNC2=CC=CC=C12)(C(=O)O)C)(CC1=CC2=C(C=C1)OCO2)CC2=CC1=C(C=C2)OCO1 (methyl bis-(3,4-methylenedioxyphenylmethyl)acetyl-(α-methyl-D-tryptophan)), [OH-].[Na+] (NaOH). Solvent: CO (MeOH), C1CCOC1 (THF), O (H2O), CCOCC (Et2O). Conditions: time 2 day. Product: C1OC=2C=C(C=CC2O1)CC(C(=O)N[C@](CC1=CNC2=CC=CC=C12)(C(=O)O)C)CC1=CC2=C(C=C1)OCO2 (Bis-(3,4-methylenedioxyphenylmethyl)acetyl-(α-methyl-D-tryptophan)). Yield: 80.3%. As a reaction SMILES: C[C:2]([CH2:31][C:32]1[CH:37]=[CH:36][C:35]2[O:38][CH2:39][O:40][C:34]=2[CH:33]=1)([CH2:21][C:22]1[CH:27]=[CH:26][C:25]2[O:28][CH2:29][O:30][C:24]=2[CH:23]=1)[C:3]([NH:5][C@@:6]([CH3:20])([C:17]([OH:19])=[O:18])[CH2:7][C:8]1[C:16]2[C:11](=[CH:12][CH:13]=[CH:14][CH:15]=2)[NH:10][CH:9]=1)=[O:4].[OH-].[Na+]>CO.C1COCC1.O.CCOCC>[CH2:39]1[O:38][C:35]2[CH:36]=[CH:37][C:32]([CH2:31][CH:2]([CH2:21][C:22]3[CH:27]=[CH:26][C:25]4[O:28][CH2:29][O:30][C:24]=4[CH:23]=3)[C:3]([NH:5][C@@:6]([CH3:20])([C:17]([OH:19])=[O:18])[CH2:7][C:8]3[C:16]4[C:11](=[CH:12][CH:13]=[CH:14][CH:15]=4)[NH:10][CH:9]=3)=[O:4])=[CH:33][C:34]=2[O:40]1 |f:1.2|. Procedure details: A solution of 0.36 g (0.66 mmol) of methyl bis-(3,4-methylenedioxyphenylmethyl)acetyl-(α-methyl-D-tryptophan) in 10 mL MeOH and 2 mL THF was treated with a solution of 0.133 g (3.3 mmol) of NaOH in 2 mL H2O and the solution stirred at room temperature for 2 days. The solvent was removed under reduced pressure and the residue taken up in EtOAc and washed twice with 1N HCl, then saturated NaCl. Drying over MgSO4 and removal of the solvent under reduced pressure gave the product. This was dissolved...